From a dataset of the Open Reaction Database (ORD), a public repository of structured organic reaction records. describe an organic reaction: reactants, conditions, products, and yield The reactants are CC(C)=O, [H-], CI, CC(C)n1nc(-c2nc(-c3cn[nH]c3)c(N)nc2-c2ccccc2)ccc1=O, [Na+], O. Product: CC(C)n1nc(-c2nc(-c3cnn(C)c3)c(N)nc2-c2ccccc2)ccc1=O. Reaction SMILES: [CH3:34][C:35](=[O:36])[CH3:37].[H-:30].[I:31][CH3:32].[NH2:1][c:2]1[n:3][c:4](-[c:23]2[cH:24][cH:25][cH:26][cH:27][cH:28]2)[c:5](-[c:13]2[cH:14][cH:15][c:16](=[O:22])[n:17]([CH:19]([CH3:20])[CH3:21])[n:18]2)[n:6][c:7]1-[c:8]1[cH:9][n:10][nH:11][cH:12]1.[Na+:29].[OH2:33]>>[NH2:1][c:2]1[n:3][c:4](-[c:23]2[cH:24][cH:25][cH:26][cH:27][cH:28]2)[c:5](-[c:13]2[cH:14][cH:15][c:16](=[O:22])[n:17]([CH:19]([CH3:20])[CH3:21])[n:18]2)[n:6][c:7]1-[c:8]1[cH:9][n:10][n:11]([CH3:32])[cH:12]1.